From a dataset of the Open Reaction Database (ORD), a public repository of structured organic reaction records. describe an organic reaction: reactants, conditions, products, and yield Reactants: FCCCBr, O=C([O-])[O-], CN(C)C=O, O=c1[nH]nnn1-c1ccc(OCc2ccc(F)cc2)cc1F, [K+], [K+]. Product: O=c1n(CCCF)nnn1-c1ccc(OCc2ccc(F)cc2)cc1F. RXN SMILES: [Br:23][CH2:24][CH2:25][CH2:26][F:27].[C:28](=[O:29])([O-:30])[O-:31].[CH3:34][N:35]([CH3:36])[CH:37]=[O:38].[F:1][c:2]1[cH:3][cH:4][c:5]([CH2:8][O:9][c:10]2[cH:11][c:12]([F:22])[c:13](-[n:16]3[n:17][n:18][nH:19][c:20]3=[O:21])[cH:14][cH:15]2)[cH:6][cH:7]1.[K+:32].[K+:33]>>[F:1][c:2]1[cH:3][cH:4][c:5]([CH2:8][O:9][c:10]2[cH:11][c:12]([F:22])[c:13](-[n:16]3[n:17][n:18][n:19]([CH2:24][CH2:25][CH2:26][F:27])[c:20]3=[O:21])[cH:14][cH:15]2)[cH:6][cH:7]1.